Dataset: the Open Reaction Database (ORD), a public repository of structured organic reaction records. Task: describe an organic reaction: reactants, conditions, products, and yield Starting materials: CC(=O)Nc1ccc(Br)c(Cl)c1Cl, OB(O)c1ccncc1. The product is CC(=O)Nc1ccc(-c2ccncc2)c(Cl)c1Cl. Reaction SMILES: [Br:1][c:2]1[c:3]([Cl:13])[c:4]([Cl:12])[c:5]([NH:8][C:9]([CH3:10])=[O:11])[cH:6][cH:7]1.[n:14]1[cH:15][cH:16][c:17]([B:20]([OH:21])[OH:22])[cH:18][cH:19]1>>[c:2]1(-[c:17]2[cH:16][cH:15][n:14][cH:19][cH:18]2)[c:3]([Cl:13])[c:4]([Cl:12])[c:5]([NH:8][C:9]([CH3:10])=[O:11])[cH:6][cH:7]1. The reactants are O=C(O)C1CCCN1Cc1ccccc1, CCOC(=O)c1ccccc1NC, O=S(Cl)Cl, c1ccccc1. The product is CCOC(=O)c1ccccc1N(C)C(=O)C1CCCN1Cc1ccccc1. RXN SMILES: [CH2:1]([c:2]1[cH:3][cH:4][cH:5][cH:6][cH:7]1)[N:8]1[CH:9]([C:10](=[O:11])[OH:12])[CH2:13][CH2:14][CH2:15]1.[CH3:20][NH:21][c:22]1[c:23]([C:24](=[O:25])[O:26][CH2:27][CH3:28])[cH:29][cH:30][cH:31][cH:32]1.[S:16]([Cl:17])([Cl:18])=[O:19].[cH:33]1[cH:34][cH:35][cH:36][cH:37][cH:38]1>>[CH2:1]([c:2]1[cH:3][cH:4][cH:5][cH:6][cH:7]1)[N:8]1[CH:9]([C:10](=[O:12])[N:21]([CH3:20])[c:22]2[c:23]([C:24](=[O:25])[O:26][CH2:27][CH3:28])[cH:29][cH:30][cH:31][cH:32]2)[CH2:13][CH2:14][CH2:15]1. Reactants: ClC1=C(C=O)C=CC(=C1)Cl (2,4-dichlorobenzaldehyde), C(CC#N)#N (malononitrile), [OH-].[K+] (KOH). Solvent: C(C)O (ethanol). Conditions: time 15 minute. The product is ClC1=C(C=C(C#N)C#N)C=CC(=C1)Cl (2-(2,4-dichloro-benzylidene)-malononitrile). Yield: 80.7%. RXN SMILES: [Cl:1][C:2]1[CH:9]=[C:8]([Cl:10])[CH:7]=[CH:6][C:3]=1[CH:4]=O.[C:11](#[N:15])[CH2:12][C:13]#[N:14].[OH-].[K+]>C(O)C>[Cl:1][C:2]1[CH:9]=[C:8]([Cl:10])[CH:7]=[CH:6][C:3]=1[CH:4]=[C:12]([C:11]#[N:15])[C:13]#[N:14] |f:2.3|. Procedure: To a solution of 2,4-dichlorobenzaldehyde (1.75 g, 10 mmol) and malononitrile (660 mg, 10 mmol) in ethanol (10 ml) was added 200 μL of 10% aqueous KOH. The mixture was stirred at room temperature for 15 min, allowed to stand for 30 min, cooled with ice-bath and then filtered to give 2-(2,4-dichloro-benzylidene)-malononitrile (1a) as a white solid (1.8 g). Reactants: C(=O)(C(=O)OCC)NNC(C1=CC=C(C=C1)OCC)=O (1-ethoxalyl-2-(4-ethoxybenzoyl)-hydrazine), S(=O)(Cl)Cl (thionyl chloride), S(=O)(Cl)Cl (thionyl chloride). Run in C(Cl)Cl (methylene chloride), ClCCCl (1,2-dichloroethane). Yields the product C(C)OC(=O)C=1OC(=NN1)C1=CC=C(C=C1)OCC (2-ethoxycarbonyl-5-(4-ethoxyphenyl)-1,3,4-oxadiazole). Yield: 77.2%. As a reaction SMILES: [C:1]([NH:8][NH:9][C:10](=[O:20])[C:11]1[CH:16]=[CH:15][C:14]([O:17][CH2:18][CH3:19])=[CH:13][CH:12]=1)([C:3]([O:5][CH2:6][CH3:7])=[O:4])=O.S(Cl)(Cl)=O>ClCCCl.C(Cl)Cl>[CH2:6]([O:5][C:3]([C:1]1[O:20][C:10]([C:11]2[CH:12]=[CH:13][C:14]([O:17][CH2:18][CH3:19])=[CH:15][CH:16]=2)=[N:9][N:8]=1)=[O:4])[CH3:7]. Procedure details: A solution of 22 g of 1-ethoxalyl-2-(4-ethoxybenzoyl)-hydrazine and 28 g of thionyl chloride in 157 ml of anhydrous 1,2-dichloroethane is heated under reflux, whilst stirring vigorously, until the evolution of gas has ceased (that is to say about 4 hours). The solvent and excess thionyl chloride are driven off in vacuo (50° C., 20 mm Hg). The residue is taken up in 150 ml of methylene chloride and the methylene chloride solution is successively washed with 2×30 ml of water, then with 30 ml of a ... Reactants: NC1=CC=C(C=N1)C1CCN(CC1)C(=O)OC(C)(C)C (tert-Butyl 4-(6-Aminopyridin-3-yl)piperidine-1-carboxylate), BrC=1C(N(C=C(C1)Br)C)=O (3,5-dibromo-1-methylpyridin-2(1H)-one), C([O-])([O-])=O.[Cs+].[Cs+] (cesium carbonate), CC1(C2=C(C(=CC=C2)P(C3=CC=CC=C3)C4=CC=CC=C4)OC5=C(C=CC=C51)P(C6=CC=CC=C6)C7=CC=CC=C7)C (Xantphos). Reagents/catalysts: C=1C=CC(=CC1)/C=C/C(=O)/C=C/C2=CC=CC=C2.C=1C=CC(=CC1)/C=C/C(=O)/C=C/C2=CC=CC=C2.C=1C=CC(=CC1)/C=C/C(=O)/C=C/C2=CC=CC=C2.[Pd].[Pd] (tris(dibenzylideneacetone)dipalladium(0)). Solvent: O1CCOCC1 (1,4-dioxane). Run at temperature 100 celsius. The product is BrC=1C=C(C(N(C1)C)=O)NC1=CC=C(C=N1)C1=CCN(CC1)C(=O)OC(C)(C)C (tert-Butyl 4-(6-(5-Bromo-1-methyl-2-oxo-1,2-dihydropyridin-3-ylamino)pyridin-3-yl)-5,6-dihydropyridine-1(2H)-carboxylate). Yield: 60.2%. Reaction SMILES: [NH2:1][C:2]1[N:7]=[CH:6][C:5]([CH:8]2[CH2:13][CH2:12][N:11]([C:14]([O:16][C:17]([CH3:20])([CH3:19])[CH3:18])=[O:15])[CH2:10][CH2:9]2)=[CH:4][CH:3]=1.Br[C:22]1[C:23](=[O:30])[N:24]([CH3:29])[CH:25]=[C:26]([Br:28])[CH:27]=1.C(=O)([O-])[O-].[Cs+].[Cs+].CC1(C)C2C(=C(P(C3C=CC=CC=3)C3C=CC=CC=3)C=CC=2)OC2C(P(C3C=CC=CC=3)C3C=CC=CC=3)=CC=CC1=2>C1C=CC(/C=C/C(/C=C/C2C=CC=CC=2)=O)=CC=1.C1C=CC(/C=C/C(/C=C/C2C=CC=CC=2)=O)=CC=1.C1C=CC(/C=C/C(/C=C/C2C=CC=CC=2)=O)=CC=1.[Pd].[Pd].O1CCOCC1>[Br:28][C:26]1[CH:27]=[C:22]([NH:1][C:2]2[N:7]=[CH:6][C:5]([C:8]3[CH2:13][CH2:12][N:11]([C:14]([O:16][C:17]([CH3:20])([CH3:19])[CH3:18])=[O:15])[CH2:10][CH:9]=3)=[CH:4][CH:3]=2)[C:23](=[O:30])[N:24]([CH3:29])[CH:25]=1 |f:2.3.4,6.7.8.9.10|. Procedure: A 100-mL single-neck round-bottomed flask equipped with a magnetic stirrer and a reflux condenser was charged 200b (2.0 g, 7.2 mmol), 3,5-dibromo-1-methylpyridin-2(1H)-one (1.9 g, 7.2 mmol), cesium carbonate (4.7 g, 14.4 mmol), and 1,4-dioxane (50 mL). After bubbling nitrogen through the resulting mixture for 30 min, Xantphos (418 mg, 0.72 mmol) and tris(dibenzylideneacetone)dipalladium(0) (661 mg, 0.72 mmol) were added. The reaction mixture was subject to three cycles of vacuum/argon flush and ... Reactants: NN1C(C2=CC=CC=C2C(=N1)N1CCOCC1)=O (2-amino-4-morpholinophthalazin-1(2H)-one), FC1=C(C=CC=C1F)CC(=O)O (2-(2,3-difluorophenyl)acetic acid). Product: FC1=C(C=CC=C1F)CC(=O)NN1C(C2=CC=CC=C2C(=N1)N1CCOCC1)=O (2-(2,3-difluorophenyl)-N-[4-(morpholin-4-yl)-1-oxophthalazin-2(1H)-yl]acetamide). RXN SMILES: [NH2:1][N:2]1[N:11]=[C:10]([N:12]2[CH2:17][CH2:16][O:15][CH2:14][CH2:13]2)[C:9]2[C:4](=[CH:5][CH:6]=[CH:7][CH:8]=2)[C:3]1=[O:18].[F:19][C:20]1[C:25]([F:26])=[CH:24][CH:23]=[CH:22][C:21]=1[CH2:27][C:28](O)=[O:29]>>[F:19][C:20]1[C:25]([F:26])=[CH:24][CH:23]=[CH:22][C:21]=1[CH2:27][C:28]([NH:1][N:2]1[N:11]=[C:10]([N:12]2[CH2:17][CH2:16][O:15][CH2:14][CH2:13]2)[C:9]2[C:4](=[CH:5][CH:6]=[CH:7][CH:8]=2)[C:3]1=[O:18])=[O:29]. Procedure details: The product of Example 1B and 2-(2,3-difluorophenyl)acetic acid were treated using a method similar to that described in Example 111 to give the title compound. 1H NMR (500 MHz, DMSO-d6/Deuterium Oxide) δ ppm 8.31 (dd, J=7.9, 1.3 Hz, 1H), 8.03 (d, J=8.0 Hz, 1H), 7.97-8.01 (m, 1H), 7.91 (td, J=7.5, 1.3 Hz, 1H), 7.35 (dtd, J=10.2, 8.1, 1.9 Hz, 1H), 7.27-7.31 (m, 1H), 7.19-7.25 (m, 1H), 3.81-3.84 (m, 4H), 3.80 (s, 2H), 3.07-3.12 (m, 4H); MS (ESI+) M/Z 401 (M+H)+.